This data is from the Open Reaction Database (ORD), a public repository of structured organic reaction records. The task is: describe an organic reaction: reactants, conditions, products, and yield Starting materials: C(=O)(C(F)(F)F)O (TFA), C(C)[Zn]CC (Diethylzinc), C(I)I (CH2I2), C(C1=CC=CC=C1)N(C(CO)CC=C)C1=CC(=C(C=C1)F)Cl (2-[benzyl(3-chloro-4-fluorophenyl)amino]pent-4-en-1-ol), C(C)[Zn]CC (diethylzinc). Solvent: C(Cl)Cl (CH2Cl2), C(=O)(O)[O-].[Na+] (NaHCO3), C(Cl)Cl (CH2Cl2), C(Cl)Cl (CH2Cl2). Run at temperature 25 celsius. Product: C(C1=CC=CC=C1)N(C(CO)CC1CC1)C1=CC(=C(C=C1)F)Cl (2-[benzyl(3-chloro-4-fluorophenyl)amino]-3-cyclopropylpropan-1-ol). Reaction SMILES: [CH2:1]([Zn]CC)C.C(O)(C(F)(F)F)=O.C(I)I.[CH2:16]([N:23]([C:30]1[CH:35]=[CH:34][C:33]([F:36])=[C:32]([Cl:37])[CH:31]=1)[CH:24]([CH2:27][CH:28]=[CH2:29])[CH2:25][OH:26])[C:17]1[CH:22]=[CH:21][CH:20]=[CH:19][CH:18]=1>C(Cl)Cl.C([O-])(O)=O.[Na+]>[CH2:16]([N:23]([C:30]1[CH:35]=[CH:34][C:33]([F:36])=[C:32]([Cl:37])[CH:31]=1)[CH:24]([CH2:27][CH:28]1[CH2:1][CH2:29]1)[CH2:25][OH:26])[C:17]1[CH:18]=[CH:19][CH:20]=[CH:21][CH:22]=1 |f:5.6|. Procedure: Diethylzinc (0.064 g, 0.526 mmol) was added to a flask containing CH2Cl2 (2 mL) at 0° C. A solution of TFA (0.052 ml, 0.526 mmol) in CH2Cl2 (1 ml) was slowly added to the flask containing diethylzinc over 20 min. A solution of CH2I2 (0.042 mL, 0.526 mmol) in CH2CH2 (1 mL) was added next over 20 min. followed by addition of 2-[benzyl(3-chloro-4-fluorophenyl)amino]pent-4-en-1-ol (7-5, 0.028 g, 0.088 mmol) in CH2Cl2 (1 mL). The resulting solution was warmed to 25° C. The reaction mixture was dilute... Starting materials: [H-].[Al+3].[Li+].[H-].[H-].[H-] (Lithium aluminum hydride), CC1=C2C=CC(NC2=CC(=C1)C)=O (5,7-dimethylquinolone), CCOCC (ether), ice water, [Cl-].[Al+3].[Cl-].[Cl-] (aluminum chloride), CCOCC (ether). Run at time 1 hour. Yields the product C(C)(=O)N1CCCC2=C(C=C(C=C12)C)C (1-acetyl-5,7-dimethyl-1,2,3,4-tetrahydroquinoline). RXN SMILES: [H-].[Al+3].[Li+].[H-].[H-].[H-].[Cl-].[Al+3].[Cl-].[Cl-].[CH3:11][C:12]1[CH:21]=[C:20]([CH3:22])[CH:19]=[C:18]2[C:13]=1[CH:14]=[CH:15][C:16](=O)[NH:17]2.[CH3:24][CH2:25][O:26]CC>>[C:25]([N:17]1[C:18]2[C:13](=[C:12]([CH3:11])[CH:21]=[C:20]([CH3:22])[CH:19]=2)[CH2:14][CH2:15][CH2:16]1)(=[O:26])[CH3:24] |f:0.1.2.3.4.5,6.7.8.9|. Procedure: Lithium aluminum hydride (687 mg) was suspended in ether (16 ml), and aluminum chloride (4.2 g) was added. A solution of 5,7-dimethylquinolone (1.6 g) in ether (16 ml) was dropwise added and the mixture was refluxed for 0.5 hr. The reaction mixture was poured into ice water (100 ml) and extracted with chloroform (100 ml). After washing with water, the chloroform layer was dried over anhydrous sodium sulfate. The solvent was evaporated under reduced pressure. The obtained 5,7-dimethyl-1,2,3,4-tet... Starting materials: COC(=O)CCCCCCCBr, COc1ccc(-n2c(-c3ccccc3)c[nH]c2=O)cc1, [H-], [I-], [Na+], [Na+], CN(C)C=O. The product is COC(=O)CCCCCCCn1cc(-c2ccccc2)n(-c2ccc(OC)cc2)c1=O. RXN SMILES: [CH3:23][O:24][C:25]([CH2:26][CH2:27][CH2:28][CH2:29][CH2:30][CH2:31][CH2:32][Br:33])=[O:34].[CH3:3][O:4][c:5]1[cH:6][cH:7][c:8](-[n:11]2[c:12](=[O:22])[nH:13][cH:14][c:15]2-[c:16]2[cH:17][cH:18][cH:19][cH:20][cH:21]2)[cH:9][cH:10]1.[H-:2].[I-:35].[Na+:1].[Na+:36].[O:37]=[CH:38][N:39]([CH3:40])[CH3:41]>>[CH3:3][O:4][c:5]1[cH:6][cH:7][c:8](-[n:11]2[c:12](=[O:22])[n:13]([CH2:32][CH2:31][CH2:30][CH2:29][CH2:28][CH2:27][CH2:26][C:25]([O:24][CH3:23])=[O:34])[cH:14][c:15]2-[c:16]2[cH:17][cH:18][cH:19][cH:20][cH:21]2)[cH:9][cH:10]1. RXN SMILES: [Br:27][c:28]1[cH:29][cH:30][cH:31][cH:32][c:33]1[CH3:34].[C:1]([O:2][C:3]([c:4]1[cH:5][c:6]([O:7][c:8]2[cH:9][cH:10][c:11]([NH:12][CH3:13])[c:14]([NH2:15])[cH:16]2)[cH:17][cH:18][n:19]1)=[O:20])([CH3:21])([CH3:22])[CH3:23].[C:41]([CH3:42])([CH3:43])([CH3:44])[O:45][C:46](=[O:47])[c:48]1[n:49][cH:50][cH:51][c:52]([O:54][c:55]2[cH:56][c:57]3[c:58]([n:59]([CH3:71])[c:60]([NH:62][c:63]4[cH:64][c:65]([CH3:70])[c:66]([Br:69])[cH:67][cH:68]4)[n:61]3)[cH:72][cH:73]2)[cH:53]1.[CH2:83]([Cl:84])[Cl:85].[CH3:81][OH:82].[I:39][CH3:40].[N-:24]=[C:25]=[S:26].[NH2:35][C:36](=[S:37])[NH2:38].[OH:74][C:75]([C:76]([F:77])([F:78])[F:79])=[O:80]>>[O:45]=[C:46]([OH:47])[c:48]1[n:49][cH:50][cH:51][c:52]([O:54][c:55]2[cH:56][c:57]3[c:58]([n:59]([CH3:71])[c:60]([NH:62][c:63]4[cH:64][c:65]([CH3:70])[c:66]([Br:69])[cH:67][cH:68]4)[n:61]3)[cH:72][cH:73]2)[cH:53]1. Starting materials: Cc1ccccc1Br, CNc1ccc(Oc2ccnc(C(=O)OC(C)(C)C)c2)cc1N, Cc1cc(Nc2nc3cc(Oc4ccnc(C(=O)OC(C)(C)C)c4)ccc3n2C)ccc1Br, ClCCl, CO, CI, [N-]=C=S, NC(N)=S, O=C(O)C(F)(F)F. Yields the product Cc1cc(Nc2nc3cc(Oc4ccnc(C(=O)O)c4)ccc3n2C)ccc1Br. The reactants are BrC1=C2C=CC(=NC2=CC=C1)Cl (5-bromo-2-chloroquinoline), CC1=CC=C(O1)CN (5-methyl-2-furanmethanamine), COCCCN (3-methoxy-propylamine). Product: COCCCNC=1C=2C=CC(=NC2C=CC1)NCC=1OC(=CC1)C (N5-(3-Methoxy-propyl)-N2-(5-methyl-furan-2-ylmethyl)-quinoline-2,5-diamine). RXN SMILES: Br[C:2]1[CH:11]=[CH:10][CH:9]=[C:8]2[C:3]=1[CH:4]=[CH:5][C:6](Cl)=[N:7]2.[CH3:13][C:14]1[O:18][C:17]([CH2:19][NH2:20])=[CH:16][CH:15]=1.[CH3:21][O:22][CH2:23][CH2:24][CH2:25][NH2:26]>>[CH3:21][O:22][CH2:23][CH2:24][CH2:25][NH:26][C:2]1[C:3]2[CH:4]=[CH:5][C:6]([NH:20][CH2:19][C:17]3[O:18][C:14]([CH3:13])=[CH:15][CH:16]=3)=[N:7][C:8]=2[CH:9]=[CH:10][CH:11]=1. Reported procedure: The title compound, MS: m/e=326.4 (M+H+), was prepared in accordance with the general method of example 3 from 5-bromo-2-chloroquinoline, 5-methyl-2-furanmethanamine and 3-methoxy-propylamine. The reactants are CC(C)(C(C(CCCCOC1=CC=CC=C1)N1N=CN=C1)O)C (2,2-dimethyl-4-(1,2,4-triazol-1-yl)-8-phenoxy-octan-3-ol), [H-].[Na+] (sodium hydride), O (water), CI (methyl iodide). Run in CN(C)C=O (DMF), CN(C)C=O (DMF). Run at time 2 hour. Yields the product CC(C)(C(C(CCCCOC1=CC=CC=C1)N1N=CN=C1)OC)C (2,2-Dimethyl-3-methoxy-4-(1,2,4-triazol-1-yl)-8-phenoxyoctane). Reaction SMILES: [CH3:1][C:2]([CH3:23])([CH:4]([OH:22])[CH:5]([N:17]1[CH:21]=[N:20][CH:19]=[N:18]1)[CH2:6][CH2:7][CH2:8][CH2:9][O:10][C:11]1[CH:16]=[CH:15][CH:14]=[CH:13][CH:12]=1)[CH3:3].[H-].[Na+].[CH3:26]I.O>CN(C=O)C>[CH3:3][C:2]([CH3:23])([CH:4]([O:22][CH3:26])[CH:5]([N:17]1[CH:21]=[N:20][CH:19]=[N:18]1)[CH2:6][CH2:7][CH2:8][CH2:9][O:10][C:11]1[CH:16]=[CH:15][CH:14]=[CH:13][CH:12]=1)[CH3:1] |f:1.2|. Reported procedure: A solution of 15.4 g of 2,2-dimethyl-4-(1,2,4-triazol-1-yl)-8-phenoxy-octan-3-ol in 50 ml of DMF is added dropwise to a suspension of 1.6 g of sodium hydride in 50 ml of DMF. The mixture is then stirred for 2 hours under reflux. When it has cooled to room temperature, 3.7 ml of methyl iodide are added. This mixture is stirred for five hours under reflux, 200 ml of water are then added, the reaction mixture is extracted three times with 100 ml of diethyl ether at a time and the combined extracts ... Starting materials: C(C)(C)(C)OC(=O)N1[C@@H](CC(C1)=NOC)C(=O)O ((2S,4EZ)-1-(tert-butoxycarbonyl)-4-(methoxyimino)-2-pyrrolidinecarboxylic acid), ClC=1C=C(C=CC1Cl)C1=CC=C(C=C1)C(=O)O (3′,4′-dichloro[1,1′-biphenyl]-4-carboxylic acid), NCC(O)C=1C=C(C=CC1)O (3-[(1RS)-2-amino-1-hydroxyethyl]phenol). Yields the product OC(CNC(=O)[C@H]1N(CC(C1)=NOC)C(=O)C1=CC=C(C=C1)C1=CC(=C(C=C1)Cl)Cl)C1=CC(=CC=C1)O ((2S,4EZ)-N-[(2RS)-2-hydroxy-2-(3-hydroxyphenyl)ethyl]-4-(methoxy-imino)-1-[(3′,4′-dichloro[1,1′-biphenyl]-4-yl)carbonyl]-2-pyrrolidinecarboxamide). As a reaction SMILES: C(O[C:6]([N:8]1[CH2:12][C:11](=[N:13][O:14][CH3:15])[CH2:10][C@H:9]1[C:16]([OH:18])=O)=[O:7])(C)(C)C.[Cl:19][C:20]1[CH:21]=[C:22]([C:27]2[CH:32]=[CH:31][C:30](C(O)=O)=[CH:29][CH:28]=2)[CH:23]=[CH:24][C:25]=1[Cl:26].[NH2:36][CH2:37][CH:38]([C:40]1[CH:41]=[C:42]([OH:46])[CH:43]=[CH:44][CH:45]=1)[OH:39]>>[OH:39][CH:38]([C:40]1[CH:45]=[CH:44][CH:43]=[C:42]([OH:46])[CH:41]=1)[CH2:37][NH:36][C:16]([C@@H:9]1[CH2:10][C:11](=[N:13][O:14][CH3:15])[CH2:12][N:8]1[C:6]([C:30]1[CH:29]=[CH:28][C:27]([C:22]2[CH:23]=[CH:24][C:25]([Cl:26])=[C:20]([Cl:19])[CH:21]=2)=[CH:32][CH:31]=1)=[O:7])=[O:18]. Procedure details: Following the general method as outlined in Example 22, starting from (2S,4EZ)-1-(tert-butoxycarbonyl)-4-(methoxyimino)-2-pyrrolidinecarboxylic acid, 3′,4′-dichloro[1,1′-biphenyl]-4-carboxylic acid, and 3-[(1RS)-2-amino-1-hydroxyethyl]phenol, the title compound was obtained in 91% purity by HPLC. MS(ESI+): m/z=543. Reported procedure: By following the procedure of Example 1 by employing 1.39 g(10.1 mmole) of 3-hydroxybenzoic acid, 0.4 g (10.1 mmole) of sodium hydroxide and 1.46 g(9.1 mmole) of chlorokojic acid, there was obtained 1.31 g(55.1%) of 2-(3-hydroxybenzoyl) oxymethyl-5-hydroxy-4H-pyran-4-one as a solid. Yields the product OC=1C=C(C(=O)OCC=2OC=C(C(C2)=O)O)C=CC1 (2-(3-hydroxybenzoyl) oxymethyl-5-hydroxy-4H-pyran-4-one). RXN SMILES: [OH:1][C:2]1[CH:3]=[C:4]([CH:8]=[CH:9][CH:10]=1)[C:5]([OH:7])=[O:6].[OH-].[Na+].[CH:13]1[C:18](=[O:19])[C:17]([OH:20])=[CH:16][O:15][C:14]=1[CH2:21]Cl>>[OH:1][C:2]1[CH:3]=[C:4]([CH:8]=[CH:9][CH:10]=1)[C:5]([O:7][CH2:21][C:14]1[O:15][CH:16]=[C:17]([OH:20])[C:18](=[O:19])[CH:13]=1)=[O:6] |f:1.2|. Starting materials: OC=1C=C(C(=O)O)C=CC1 (3-hydroxybenzoic acid), [OH-].[Na+] (sodium hydroxide), C1=C(OC=C(C1=O)O)CCl (chlorokojic acid). Isolated yield 54.9%.